Dataset: the Open Reaction Database (ORD), a public repository of structured organic reaction records. Task: describe an organic reaction: reactants, conditions, products, and yield Starting materials: Fc1ccc(-c2cc(Cl)nc3cc(CBr)ccc23)cc1, CCO, [N-]=[N+]=[N-], [Na+]. Yields the product [N-]=[N+]=NCc1ccc2c(-c3ccc(F)cc3)cc(Cl)nc2c1. Reaction SMILES: [Br:1][CH2:2][c:3]1[cH:4][cH:5][c:6]2[c:7](-[c:14]3[cH:15][cH:16][c:17]([F:20])[cH:18][cH:19]3)[cH:8][c:9]([Cl:13])[n:10][c:11]2[cH:12]1.[CH3:25][CH2:26][OH:27].[N-:22]=[N+:23]=[N-:24].[Na+:21]>>[CH2:2]([c:3]1[cH:4][cH:5][c:6]2[c:7](-[c:14]3[cH:15][cH:16][c:17]([F:20])[cH:18][cH:19]3)[cH:8][c:9]([Cl:13])[n:10][c:11]2[cH:12]1)[N:22]=[N+:23]=[N-:24]. The product is C1[C@@H]2N(CCN1)C[C@H](C2)O ((7S,8aR)-octahydropyrrolo[1,2-a]pyrazin-7-ol). As a reaction SMILES: C([N:8]1[CH2:13][CH2:12][N:11]2[CH2:14][C@@H:15]([OH:17])[CH2:16][C@@H:10]2[CH2:9]1)C1C=CC=CC=1.[H][H]>[OH-].[OH-].[Pd+2].FC(F)(F)CO>[CH2:9]1[NH:8][CH2:13][CH2:12][N:11]2[CH2:14][C@@H:15]([OH:17])[CH2:16][C@H:10]12 |f:2.3.4|. Reagents/catalysts: [OH-].[OH-].[Pd+2] (palladium hydroxide on carbon). Solvent: FC(CO)(F)F (2,2,2-trifluoroethanol). Reactants: C(C1=CC=CC=C1)N1C[C@@H]2N(CC1)C[C@H](C2)O ((7S,8aR)-2-benzyloctahydropyrrolo[1,2-a]pyrazin-7-ol), [H][H] (hydrogen). Reported procedure: To (7S,8aR)-2-benzyloctahydropyrrolo[1,2-a]pyrazin-7-ol (Example 17D, 5 g, 21.52 mmol) and solvent 2,2,2-trifluoroethanol (50 mL) were added to 20% palladium hydroxide on carbon, wet (0.500 g) in a pressure bottle. The mixture was stirred at 50° C. for 16 hours under 30 psi of hydrogen. The mixture was filtered through a nylon membrane to give a crude (7S,8aR)-octahydropyrrolo[1,2-a]pyrazin-7-ol. To a solution of the above crude (7S,8aR)-octahydropyrrolo[1,2-a]pyrazin-7-ol (1.0 g, 7 mmol) and tr... Reactants: BrCCCBr, C1CCOC1, C1CCCCC1, COC(=O)C1CCCC1, CC(C)[N-]C(C)C, [Li+]. Yields the product COC(=O)C1(CCCBr)CCCC1. As a reaction SMILES: [Br:24][CH2:25][CH2:26][CH2:27][Br:28].[CH2:29]1[O:30][CH2:31][CH2:32][CH2:33]1.[CH2:9]1[CH2:10][CH2:11][CH2:12][CH2:13][CH2:14]1.[CH3:15][O:16][C:17](=[O:18])[CH:19]1[CH2:20][CH2:21][CH2:22][CH2:23]1.[CH3:2][CH:3]([N-:4][CH:5]([CH3:6])[CH3:7])[CH3:8].[Li+:1]>>[CH3:15][O:16][C:17](=[O:18])[C:19]1([CH2:27][CH2:26][CH2:25][Br:24])[CH2:20][CH2:21][CH2:22][CH2:23]1. The reactants are stainless steel, C1(OCCO1)=O (ethylene carbonate), C=CC=CC (1,3-pentadiene), Ni[1,5-cyclooctadiene]2, C(C)P(CC)CC (triethylphosphine), O1CCCC1 (tetrahydrofuran). Conditions: temperature 120 celsius. The product is CC1=C(C(CC1C=CC)C)C(=O)OCCO (2-Hydroxyethyl 2,5-dimethyl-3-(1-propenyl)-1-cyclopentene-1-carboxylate). Reaction SMILES: [C:1]1(=[O:6])[O:5][CH2:4][CH2:3][O:2]1.[CH2:7]=[CH:8][CH:9]=[CH:10][CH3:11].[CH2:12](P(CC)CC)C.O1[CH2:23][CH2:22][CH2:21][CH2:20]1>>[CH3:20][C:21]1[CH:8]([CH:9]=[CH:10][CH3:11])[CH2:7][CH:23]([CH3:12])[C:22]=1[C:1]([O:2][CH2:3][CH2:4][OH:5])=[O:6]. Procedure: A 200-ml stainless steel autoclave was filled in an argon atmosphere with the following: ethylene carbonate (22.0 g, 0.25 mole), 1,3-pentadiene (E and Z mixture, 50.0 ml, 0.50 mole), tetrahydrofuran (50 ml), Ni[1,5-cyclooctadiene]2 (300 mg, 1.09 mmole) and triethylphosphine (515 mg, 4.36 mmole). The autoclave was sealed and heated to 120° C. for 18 hours. The resultant yellow-green solution was evaporated and the title compound was isolated using column chromatography. Isolated yield was 11.19 g... Reactants: CC12CCC(C1)C(C)(C)C2NC(=O)c1ccc(Br)c(S(=O)(=O)N2CCOCC2)c1, CCOC(C)=O, CN(C)C=O, OCc1ccccc1. Product: CC12CCC(C1)C(C)(C)C2NC(=O)c1ccc(OCc2ccccc2)c(S(=O)(=O)N2CCOCC2)c1. As a reaction SMILES: [Br:1][c:2]1[c:3]([S:21](=[O:22])(=[O:23])[N:24]2[CH2:25][CH2:26][O:27][CH2:28][CH2:29]2)[cH:4][c:5]([C:6](=[O:7])[NH:8][CH:9]2[C:10]3([CH3:18])[CH2:11][CH2:12][CH:13]([C:14]2([CH3:15])[CH3:16])[CH2:17]3)[cH:19][cH:20]1.[CH3:38][CH2:39][O:40][C:41](=[O:42])[CH3:43].[CH3:44][N:45]([CH3:46])[CH:47]=[O:48].[OH:30][CH2:31][c:32]1[cH:33][cH:34][cH:35][cH:36][cH:37]1>>[c:2]1([O:30][CH2:31][c:32]2[cH:33][cH:34][cH:35][cH:36][cH:37]2)[c:3]([S:21](=[O:22])(=[O:23])[N:24]2[CH2:25][CH2:26][O:27][CH2:28][CH2:29]2)[cH:4][c:5]([C:6](=[O:7])[NH:8][CH:9]2[C:10]3([CH3:18])[CH2:11][CH2:12][CH:13]([C:14]2([CH3:15])[CH3:16])[CH2:17]3)[cH:19][cH:20]1. The reactants are N1C=CC=C1 (pyrrole), aqueous solution, [OH-].C(CCC)[N+](CCCC)(CCCC)CCCC (tetrabutylammonium hydroxide), [OH-].[Na+] (NaOH), S(=O)(=O)(C1=CC=C(C)C=C1)Cl (tosylchloride). The solvent is C1CCOC1 (THF), C1CCOC1 (THF). Conditions: time 5 minute. Yields the product white solid, S(=O)(=O)(C1=CC=C(C)C=C1)N1C=CC=C1 (1-Tosyl Pyrrole). Yield: 97.6%. As a reaction SMILES: [NH:1]1[CH:5]=[CH:4][CH:3]=[CH:2]1.[OH-].C([N+](CCCC)(CCCC)CCCC)CCC.[OH-].[Na+].[S:26](Cl)([C:29]1[CH:35]=[CH:34][C:32]([CH3:33])=[CH:31][CH:30]=1)(=[O:28])=[O:27]>C1COCC1>[S:26]([N:1]1[CH:5]=[CH:4][CH:3]=[CH:2]1)([C:29]1[CH:35]=[CH:34][C:32]([CH3:33])=[CH:31][CH:30]=1)(=[O:28])=[O:27] |f:1.2,3.4|. Procedure: In a 1-liter three-neck flask, 8.65 cm3 of freshly distilled pyrrole (125 mmoles) was introduced together with 100 cm3 of THF and 1 cm3 of a 40% aqueous solution of tetrabutylammonium hydroxide. 125 cm3 of a 50% aqueous NaOH solution was added and the mixture was then vigorously stirred. After 5 minutes, a solution of 38 g of tosylchloride (200 mmoles) in 100 cm3 of THF was dropwise added. The obtained adduct was maintained under stirring until the temperature reached a maximum and then again du... Starting materials: FC1=C(C=C(C=C1)C(CN(CC1=CC=CC=C1)CC1=CC=CC=C1)=O)S(=O)(=O)N (2-fluoro-5-[[bis(phenylmethyl)amino] acetyl]-benzenesulphonamide), C1(=CC=CC=C1)CCC(C)=O (4-phenyl-butan-2-one), Cl.FC1=C(C=C(C=C1)C(CNC(CCC1=CC=CC=C1)C)O)S(=O)(=O)N (2-fluoro-5-[1-hydroxy-2-[(1-methyl-3-phenylpropyl)amino]ethyl]benzenesulphonamide, hydrochloride). Yields the product Cl.FC1=C(C=C(C=C1)C(CNC(CCC1=CC=C(C=C1)F)C)O)S(=O)(=O)N (2-Fluoro-5-[1-hydroxy-2-[[-3-(4-fluorophenyl)-1-methyl propyl]amino]ethyl]benzenesulphonamide hydrochloride). As a reaction SMILES: [F:1]C1C=CC(C(=O)CN(CC2C=CC=CC=2)CC2C=CC=CC=2)=CC=1S(N)(=O)=O.C1(CCC(=O)C)C=CC=CC=1.[ClH:41].[F:42][C:43]1[CH:48]=[CH:47][C:46]([CH:49]([OH:62])[CH2:50][NH:51][CH:52]([CH3:61])[CH2:53][CH2:54][C:55]2[CH:60]=[CH:59][CH:58]=[CH:57][CH:56]=2)=[CH:45][C:44]=1[S:63]([NH2:66])(=[O:65])=[O:64]>>[ClH:41].[F:42][C:43]1[CH:48]=[CH:47][C:46]([CH:49]([OH:62])[CH2:50][NH:51][CH:52]([CH3:61])[CH2:53][CH2:54][C:55]2[CH:60]=[CH:59][C:58]([F:1])=[CH:57][CH:56]=2)=[CH:45][C:44]=1[S:63]([NH2:66])(=[O:65])=[O:64] |f:2.3,4.5|. Procedure: In a similar manner 2-fluoro-5-[[bis(phenylmethyl)amino] acetyl]-benzenesulphonamide (2.5 g) and 4-phenyl-butan-2-one (5 g) were converted into 2-fluoro-5-[1-hydroxy-2-[(1-methyl-3-phenylpropyl)amino]ethyl]benzenesulphonamide, hydrochloride, 0.4 g, m.p. BO°-95°. Reactants: CC(C)Nc1nc(Nc2ccc(S(C)=O)cc2)ncc1Br, ClCCl, [N-]=[N+]=[N-], [Na+], [Na+], [OH-], O=S(=O)(O)O. Product: CC(C)Nc1nc(Nc2ccc(S(C)(=N)=O)cc2)ncc1Br. RXN SMILES: [Br:1][c:2]1[c:3]([NH:18][CH:19]([CH3:20])[CH3:21])[n:4][c:5]([NH:8][c:9]2[cH:10][cH:11][c:12]([S:15](=[O:16])[CH3:17])[cH:13][cH:14]2)[n:6][cH:7]1.[Cl:33][CH2:34][Cl:35].[N-:23]=[N+:24]=[N-:25].[Na+:22].[Na+:32].[OH-:31].[S:26](=[O:27])(=[O:28])([OH:29])[OH:30]>>[Br:1][c:2]1[c:3]([NH:18][CH:19]([CH3:20])[CH3:21])[n:4][c:5]([NH:8][c:9]2[cH:10][cH:11][c:12]([S:15](=[O:16])([CH3:17])=[NH:23])[cH:13][cH:14]2)[n:6][cH:7]1. Starting materials: OC1CN(CCC1(OC)OC)C(=O)OC(C)(C)C (tert-butyl 3-hydroxy-4,4-dimethoxypiperidine-1-carboxylate), S(=O)(=O)(OC)OC (Dimethyl sulfate), O1CCCC1 (Tetrahydrofuran), CC(C)([O-])C.[K+] (Potassium tert-butoxide). Solvent: C(C)(=O)OCC (ethyl acetate), O (water). Conditions: time 20 minute. Yields the product COC1CN(CCC1(OC)OC)C(=O)OC(C)(C)C (tert-butyl 3,4,4-trimethoxypiperidine-1-carboxylate). Reaction SMILES: [OH:1][CH:2]1[C:7]([O:10][CH3:11])([O:8][CH3:9])[CH2:6][CH2:5][N:4]([C:12]([O:14][C:15]([CH3:18])([CH3:17])[CH3:16])=[O:13])[CH2:3]1.O1CCC[CH2:20]1.CC(C)([O-])C.[K+].S(OC)(OC)(=O)=O>C(OCC)(=O)C.O>[CH3:20][O:1][CH:2]1[C:7]([O:8][CH3:9])([O:10][CH3:11])[CH2:6][CH2:5][N:4]([C:12]([O:14][C:15]([CH3:18])([CH3:17])[CH3:16])=[O:13])[CH2:3]1 |f:2.3|. Procedure details: The title compound was prepared by taking tert-butyl 3-hydroxy-4,4-dimethoxypiperidine-1-carboxylate (702 mg, 0.00269 mol) in Tetrahydrofuran (10 mL, 0.1 mol) at 0° C. and adding in Potassium tert-butoxide (15 mL, 0.015 mol). The reaction was stirred for 20 min and then Dimethyl sulfate (0.56 mL, 0.006 mol) was added and the temperature raised to ambient temperature. After stirring overnight the reaction mixture was poured into water and ethyl acetate. The organic layers were separated, dried an...